This data is from the Open Reaction Database (ORD), a public repository of structured organic reaction records. The task is: describe an organic reaction: reactants, conditions, products, and yield Reactants: FC=1C=C(C=O)C=C(C1O)[N+](=O)[O-] (3-fluoro-4-hydroxy-5-nitrobenzaldehyde), FC=1C=C(C=O)C=C(C1O)[N+](=O)[O-] (3-fluoro-4-hydroxy-5-nitrobenzaldehyde), C1(=CC=CC=C1)C(CC1=CC=CC=C1)=O (1,2-diphenylethanone), NC(=O)N (urea), Cl (hydrochloric acid). The solvent is C(C)O (ethanol). Reaction conditions: temperature 86 celsius. The product is FC=1C=C(C=C(C1O)[N+](=O)[O-])C1NC(NC(=C1C1=CC=CC=C1)C1=CC=CC=C1)=O (4-(3-fluoro-4-hydroxy-5-nitrophenyl)-5,6-diphenyl-3,4-dihydropyrimidin-2(1H)-one). Isolated yield 41.4%. Reaction SMILES: [F:1][C:2]1[CH:3]=[C:4]([CH:7]=[C:8]([N+:11]([O-:13])=[O:12])[C:9]=1[OH:10])[CH:5]=O.[C:14]1([C:20](=O)[CH2:21][C:22]2[CH:27]=[CH:26][CH:25]=[CH:24][CH:23]=2)[CH:19]=[CH:18][CH:17]=[CH:16][CH:15]=1.[NH2:29][C:30]([NH2:32])=[O:31].Cl>C(O)C>[F:1][C:2]1[CH:3]=[C:4]([CH:5]2[C:21]([C:22]3[CH:27]=[CH:26][CH:25]=[CH:24][CH:23]=3)=[C:20]([C:14]3[CH:19]=[CH:18][CH:17]=[CH:16][CH:15]=3)[NH:32][C:30](=[O:31])[NH:29]2)[CH:7]=[C:8]([N+:11]([O-:13])=[O:12])[C:9]=1[OH:10]. Procedure: A mixture of 3-fluoro-4-hydroxy-5-nitrobenzaldehyde (Intermediate 63) (150 mg, 0.81 mmol), 1,2-diphenylethanone (159 mg, 0.81 mmol), urea (145 mg, 2.43 mmol), concentrated hydrochloric acid (0.5 mL) in ethanol (2 mL) was refluxed at 86° C. for 46 hours. After cooling, the mixture was evaporated and the crude product was purified by preparative HPLC to give Compound 127 (136.1 mg, yield 41.4%). 1HNMR (DMSO-d6 400 MHz): δ 11.25 (s, 1H), 8.77 (s, 1H), 7.70 (s, 1H), 7.59 (s, 1H), 7.52-7.49 (m, 1H), ...